The task is: describe an organic reaction: reactants, conditions, products, and yield. This data is from the Open Reaction Database (ORD), a public repository of structured organic reaction records. The reactants are O (Water), ClC=1N=C(NC1CC)C(=O)NC1CN(C1)C=1SC2=C(N1)C=CC(=C2)C(=O)OCC (Ethyl 2-(3-{[(4-chloro-5-ethyl-1H-imidazol-2-yl)carbonyl]amino}azetidin-1-yl)-1,3-benzothiazole-6-carboxylate), C1CCOC1 (THF), [OH-].[Li+] (lithium hydroxide). Solvent: CO (methanol). Run at time 50 minute. Yields the product ClC=1N=C(NC1CC)C(=O)NC1CN(C1)C=1SC2=C(N1)C=CC=C2C(=O)O (2-(3-{[(4-Chloro-5-ethyl-1H-imidazol-2-yl)carbonyl]amino}azetidin-1-yl)-1,3-benzothiazole-7-carboxylic acid). Yield: 83.0%. Reaction SMILES: [Cl:1][C:2]1[N:3]=[C:4]([C:9]([NH:11][CH:12]2[CH2:15][N:14]([C:16]3[S:17][C:18]4[CH:24]=[C:23](C(OCC)=O)[CH:22]=[CH:21][C:19]=4[N:20]=3)[CH2:13]2)=[O:10])[NH:5][C:6]=1[CH2:7][CH3:8].[OH-:30].[Li+].C1[CH2:36][O:35]CC1.O>CO>[Cl:1][C:2]1[N:3]=[C:4]([C:9]([NH:11][CH:12]2[CH2:15][N:14]([C:16]3[S:17][C:18]4[C:24]([C:36]([OH:35])=[O:30])=[CH:23][CH:22]=[CH:21][C:19]=4[N:20]=3)[CH2:13]2)=[O:10])[NH:5][C:6]=1[CH2:7][CH3:8] |f:1.2|. Procedure: Ethyl 2-(3-{[(4-chloro-5-ethyl-1H-imidazol-2-yl)carbonyl]amino}azetidin-1-yl)-1,3-benzothiazole-6-carboxylate obtained in Example (225d) (124 mg, 0.29 mmol) was dissolved in methanol (3 mL). A 2 N aqueous lithium hydroxide solution (1.43 mL, 2.86 mmol) was added, and the mixture was stirred at room temperature for 50 minutes. THF (1.5 mL) was added, followed by further stirring for three hours. Water was added to the reaction solution, and then the mixture was washed with ethyl acetate. A 1 N aq... Reactants: COc1ccc(NC(=O)NC(C)(C)Cc2cc3c(c(OC)c2)OC(C)(C)C3)cc1, Cc1ccccc1, [Na+], [OH-], O=P(Cl)(Cl)Cl. The product is COc1ccc(NC2=NC(C)(C)Cc3cc(OC)c4c(c32)CC(C)(C)O4)cc1. RXN SMILES: [CH3:1][O:2][c:3]1[cH:4][c:5]([CH2:14][C:15]([CH3:16])([CH3:17])[NH:18][C:19](=[O:20])[NH:21][c:22]2[cH:23][cH:24][c:25]([O:28][CH3:29])[cH:26][cH:27]2)[cH:6][c:7]2[c:11]1[O:10][C:9]([CH3:12])([CH3:13])[CH2:8]2.[CH3:37][c:38]1[cH:39][cH:40][cH:41][cH:42][cH:43]1.[Na+:36].[OH-:35].[P:30]([Cl:31])([Cl:32])([Cl:33])=[O:34]>>[CH3:1][O:2][c:3]1[cH:4][c:5]2[c:6]([c:7]3[c:11]1[O:10][C:9]([CH3:12])([CH3:13])[CH2:8]3)[C:19]([NH:21][c:22]1[cH:23][cH:24][c:25]([O:28][CH3:29])[cH:26][cH:27]1)=[N:18][C:15]([CH3:16])([CH3:17])[CH2:14]2. The reactants are CC1(C=CC(C=C1)=O)C (4,4-dimethyl-2,5-cyclohexadienone), C(CCC)OCN(C[Si](C)(C)C)CC1=CC=CC=C1 (N-butoxymethyl-N-trimethylsilylmethylbenzylamine), C([O-])([O-])=O.[K+].[K+] (potassium carbonate). Reagents/catalysts: FC(C(=O)O)(F)F (trifluoroacetic acid). Solvent: ClCCl (dichloromethane). Yields the product C(C1=CC=CC=C1)N1CC2C(C=CC(C2C1)=O)(C)C ((3aRS,7aRS)-2-benzyl-7,7-dimethyl-2,3,3a, 4,7,7a-hexahydro-1H-4-isoindolone). Reaction SMILES: [CH3:1][C:2]1([CH3:9])[CH:7]=[CH:6][C:5](=[O:8])[CH:4]=[CH:3]1.C(O[CH2:15][N:16]([CH2:22][C:23]1[CH:28]=[CH:27][CH:26]=[CH:25][CH:24]=1)[CH2:17][Si](C)(C)C)CCC.C(=O)([O-])[O-].[K+].[K+]>ClCCl.FC(F)(F)C(O)=O>[CH2:22]([N:16]1[CH2:17][CH:6]2[CH:7]([C:2]([CH3:9])([CH3:1])[CH:3]=[CH:4][C:5]2=[O:8])[CH2:15]1)[C:23]1[CH:28]=[CH:27][CH:26]=[CH:25][CH:24]=1 |f:2.3.4|. Procedure details: To a solution of 15.96 g of 4,4-dimethyl-2,5-cyclohexadienone and 46 cm3 of N-butoxymethyl-N-trimethylsilylmethylbenzylamine in 200 cm3 of dichloromethane are added, at a temperature of 10° C., 8 drops of trifluoroacetic acid. The reaction mixture is brought to reflux for 2 hours and potassium carbonate is then added and the solution is filtered through a sinter funnel and concentrated to dryness under reduced pressure (2.7 kPa). The residue is chromatographed on a column of silica gel (particle... Starting materials: ice water, S(O)(O)(=O)=O (sulfuric acid), 26g, C(=O)(O)C(CC1=CC=C(C=C1)C(C(=O)O)C)C(C)C (2-[4-(2-carboxy-3-methylbutyl)phenyl]propionic acid). Product: C(C)(C)C1C(C2=CC(=CC=C2C1)C(C(=O)O)C)=O (2-(2-Isopropyl-1-oxoindan-6-yl)propionic acid). As a reaction SMILES: S(=O)(=O)(O)O.[C:6]([CH:9]([CH:22]([CH3:24])[CH3:23])[CH2:10][C:11]1[CH:16]=[CH:15][C:14]([CH:17]([CH3:21])[C:18]([OH:20])=[O:19])=[CH:13][CH:12]=1)([OH:8])=O>>[CH:22]([CH:9]1[CH2:10][C:11]2[C:16](=[CH:15][C:14]([CH:17]([CH3:21])[C:18]([OH:20])=[O:19])=[CH:13][CH:12]=2)[C:6]1=[O:8])([CH3:24])[CH3:23]. Procedure: To 120 ml. of conc. sulfuric acid was added 26g. of 2-[4-(2-carboxy-3-methylbutyl)phenyl]propionic acid and the mixture was heated at 100° C. for 3 hours. The mixture was poured into ice-water and extracted with ether. The extract was washed with water, dried over anhydrous sodium sulfate and evaporated to dryness. The residue was subjected to vacuum distillation to give 15.7g. of the desired product boiling at 184° C./0.002 mmHg. as a colorless oil. The reactants are ClC1=C2C(=NC=C1)C=C(S2)C2=CC=C(C=N2)CCN2C(CCC2)=O (1-(2-(6-(7-chlorothieno[3,2-b]pyridin-2-yl)pyridin-3-yl)ethyl)pyrrolidin-2-one), FC1=C(C=CC(=C1)[N+](=O)[O-])O (2-fluoro-4-nitrophenol), C([O-])([O-])=O.[K+].[K+] (potassium carbonate), resultant mixture, FC1=C(C=CC(=C1)[N+](=O)[O-])O (2-fluoro-4-nitrophenol), C([O-])([O-])=O.[K+].[K+] (potassium carbonate). The solvent is C1(=CC=CC=C1)OC1=CC=CC=C1 (diphenyl ether). Run at temperature 200 celsius. Yields the product FC1=C(OC2=C3C(=NC=C2)C=C(S3)C3=CC=C(C=N3)CCN3C(CCC3)=O)C=CC(=C1)[N+](=O)[O-] (1-(2-(6-(7-(2-fluoro-4-nitrophenoxy)thieno[3,2-b]pyridin-2-yl)pyridin-3-yl)ethyl)pyrrolidin-2-one). The yield is 46.7%. As a reaction SMILES: Cl[C:2]1[CH:7]=[CH:6][N:5]=[C:4]2[CH:8]=[C:9]([C:11]3[N:16]=[CH:15][C:14]([CH2:17][CH2:18][N:19]4[CH2:23][CH2:22][CH2:21][C:20]4=[O:24])=[CH:13][CH:12]=3)[S:10][C:3]=12.[F:25][C:26]1[CH:31]=[C:30]([N+:32]([O-:34])=[O:33])[CH:29]=[CH:28][C:27]=1[OH:35].C(=O)([O-])[O-].[K+].[K+]>C1(OC2C=CC=CC=2)C=CC=CC=1>[F:25][C:26]1[CH:31]=[C:30]([N+:32]([O-:34])=[O:33])[CH:29]=[CH:28][C:27]=1[O:35][C:2]1[CH:7]=[CH:6][N:5]=[C:4]2[CH:8]=[C:9]([C:11]3[N:16]=[CH:15][C:14]([CH2:17][CH2:18][N:19]4[CH2:23][CH2:22][CH2:21][C:20]4=[O:24])=[CH:13][CH:12]=3)[S:10][C:3]=12 |f:2.3.4|. Procedure details: To chlorothienopyridine 292 (1.2 g, 3.4 mmol) in diphenyl ether (20 mL) was added 2-fluoro-4-nitrophenol (1.58 g, 10.1 mmol) and potassium carbonate (2.32 g, 16.8 mmol) and the resultant mixture was heated to 200° C. for 10 h. Extra 2-fluoro-4-nitrophenol (1.58 g, 10.1 mmol) and potassium carbonate (2.32 g, 16.8 mmol) were added and the mixture was heated at 200° C. for a further 6 h. The mixture was cooled to RT, partitioned between ethyl acetate and 1M aqueous NaOH then filtered through celite... Reactants: NC1=CC=C(C(=O)OC)C=C1 (methyl 4-aminobenzoate), CC1(CC(=O)OC(C1)=O)C (3,3-dimethylglutaric anhydride), NC1=CC=C(C(=O)OCC)C=C1 (ethyl 4-aminobezoate). Product: C(C)C1(CC(N(C(C1)=O)C1=CC=C(C(=O)OC)C=C1)=O)C (methyl 4-(4-ethyl-4-methyl-2,6-dioxopiperidin-1-yl)benzoate). As a reaction SMILES: [NH2:1][C:2]1[CH:11]=[CH:10][C:5]([C:6]([O:8][CH3:9])=[O:7])=[CH:4][CH:3]=1.[CH3:12][C:13]1([CH3:21])[CH2:19][C:18](=[O:20])[O:17][C:15](=O)[CH2:14]1.N[C:23]1C=CC(C(OCC)=O)=CC=1>>[CH2:21]([C:13]1([CH3:12])[CH2:14][C:15](=[O:17])[N:1]([C:2]2[CH:3]=[CH:4][C:5]([C:6]([O:8][CH3:9])=[O:7])=[CH:10][CH:11]=2)[C:18](=[O:20])[CH2:19]1)[CH3:23]. Reported procedure: The desired product was prepared by substituting 3-ethyl-3-methylglutaric anhydride and methyl 4-aminobenzoate for 3,3-dimethylglutaric anhydride and ethyl 4-aminobezoate, respectively, in Example 119A. MS(DCI(+)) m/e 290 (M+H)+. Starting materials: ClC1=CC(=NC(=C1C(=O)OCC)C)C (ethyl 4-chloro-2,6-dimethylnicotinate), CC1=C(OCCN)C=CC(=C1)C (2-(2,4-dimethylphenoxy)ethylamine). Product: CC1=C(C(=O)OCC)C(=CC(=N1)C)NCCOC1=C(C=C(C=C1)C)C (Ethyl 2,6-dimethyl-4-[2-(2,4-dimethylphenoxy)ethylamino]nicotinate). Reaction SMILES: Cl[C:2]1[C:7]([C:8]([O:10][CH2:11][CH3:12])=[O:9])=[C:6]([CH3:13])[N:5]=[C:4]([CH3:14])[CH:3]=1.[CH3:15][C:16]1[CH:25]=[C:24]([CH3:26])[CH:23]=[CH:22][C:17]=1[O:18][CH2:19][CH2:20][NH2:21]>>[CH3:13][C:6]1[N:5]=[C:4]([CH3:14])[CH:3]=[C:2]([NH:21][CH2:20][CH2:19][O:18][C:17]2[CH:22]=[CH:23][C:24]([CH3:26])=[CH:25][C:16]=2[CH3:15])[C:7]=1[C:8]([O:10][CH2:11][CH3:12])=[O:9]. Reported procedure: was synthesized analogously to Example 8 using ethyl 4-chloro-2,6-dimethylnicotinate and 2-(2,4-dimethylphenoxy)ethylamine. The reactants are FC(F)Cl, Oc1cc(-c2ccc(Cl)cc2F)n[nH]1, [Na+], C1COCCO1, [OH-], O. Yields the product Fc1cc(Cl)ccc1-c1cc(OC(F)F)[nH]n1. Reaction SMILES: [Cl:17][CH:18]([F:19])[F:20].[Cl:1][c:2]1[cH:3][c:4]([F:14])[c:5](-[c:8]2[n:9][nH:10][c:11]([OH:13])[cH:12]2)[cH:6][cH:7]1.[Na+:16].[O:21]1[CH2:22][CH2:23][O:24][CH2:25][CH2:26]1.[OH-:15].[OH2:27]>>[Cl:1][c:2]1[cH:3][c:4]([F:14])[c:5](-[c:8]2[n:9][nH:10][c:11]([O:13][CH:18]([F:19])[F:20])[cH:12]2)[cH:6][cH:7]1. Starting materials: [N+](=O)([O-])C=1C=CC=C2C=C(NC12)C(=O)OCC (ethyl 7-nitroindole-2-carboxylate), Cl (hydrochloric acid), O.[OH-].[Li+] (Lithium hydroxide hydrate). Run in O1CCCC1 (tetrahydrofuran), O (water). Conditions: time 8 hour. Product: [N+](=O)([O-])C=1C=CC=C2C=C(NC12)C(=O)O (7-Nitro-1H-indole-2-carboxylic acid). RXN SMILES: [N+:1]([C:4]1[CH:5]=[CH:6][CH:7]=[C:8]2[C:12]=1[NH:11][C:10]([C:13]([O:15]CC)=[O:14])=[CH:9]2)([O-:3])=[O:2].O.[OH-].[Li+].Cl>O1CCCC1.O>[N+:1]([C:4]1[CH:5]=[CH:6][CH:7]=[C:8]2[C:12]=1[NH:11][C:10]([C:13]([OH:15])=[O:14])=[CH:9]2)([O-:3])=[O:2] |f:1.2.3|. Procedure details: Commercially available ethyl 7-nitroindole-2-carboxylate (500 mg, 2.14 mmol) was dissolved in a solvent mixture of tetrahydrofuran and water (1:1, 20 mL). Lithium hydroxide hydrate (448 mg, 10.7 mmol) was added thereto, and the mixture was stirred for 8 h at room temperature. 1N-hydrochloric acid solution was added, and the reaction mixture was extracted with ethyl acetate. The extract was dried over anhydrous magnesium sulfate, and filtered. The filtrate was distilled under reduced pressure to ...